describe an organic reaction: reactants, conditions, products, and yield From a dataset of the Open Reaction Database (ORD), a public repository of structured organic reaction records. Starting materials: ClC=1C2=C(N=C(N1)C)C(=C(N2COCC[Si](C)(C)C)C)C=O (4-chloro-2,6-dimethyl-5-{[2-(trimethylsilyl)ethoxy]methyl}-5H-pyrrolo[3,2-d]pyrimidine-7-carbaldehyde), [C-]#N.[K+] (KCN), CO (MeOH). Reagents/catalysts: O=[Mn]=O (MnO2). The product is ClC=1C2=C(N=C(N1)C)C(=C(N2COCC[Si](C)(C)C)C)C(=O)OC (Methyl 4-chloro-2,6-dimethyl-5-{[2-(trimethylsilyl)ethoxy]methyl}-5H-pyrrolo[3,2-d]pyrimidine-7-carboxylate). As a reaction SMILES: [Cl:1][C:2]1[C:3]2[N:11]([CH2:12][O:13][CH2:14][CH2:15][Si:16]([CH3:19])([CH3:18])[CH3:17])[C:10]([CH3:20])=[C:9]([CH:21]=[O:22])[C:4]=2[N:5]=[C:6]([CH3:8])[N:7]=1.[C-]#N.[K+].[CH3:26][OH:27]>O=[Mn]=O>[Cl:1][C:2]1[C:3]2[N:11]([CH2:12][O:13][CH2:14][CH2:15][Si:16]([CH3:17])([CH3:19])[CH3:18])[C:10]([CH3:20])=[C:9]([C:21]([O:27][CH3:26])=[O:22])[C:4]=2[N:5]=[C:6]([CH3:8])[N:7]=1 |f:1.2|. Reported procedure: To a well stirred mixture of 4-chloro-2,6-dimethyl-5-{[2-(trimethylsilyl)ethoxy]methyl}-5H-pyrrolo[3,2-d]pyrimidine-7-carbaldehyde from example A10 (9.49 g; 27.90 mmol), MeOH (50 mL), KCN (6.00 g; 92.10 mmol) and MnO2 (35.60 g, 383.30 mmol) acetic acid (1.68 g; 27.90 mmol) is added at ambient temperature. After 4 hours the dark mixture is filtered through Celite and the solvent is removed under reduced pressure. The residue is purified by column chromatography on silica gel (cyclohexane:ethylace... Starting materials: C(C)(C)(C)OC(=O)NC(CC1=CC=NC=C1)C(=O)O (N-(tert-butoxycarbonyl)-3-(pyridin-4-yl)-D,L-alanine), N[C@H]([C@H]([C@@H](O)C1CC1)O)CC1CCCCC1 ((1S,2R,3S)-3-amino-4-cyclohexyl-1-cyclopropyl-1,2-butanediol). Product: NC(C(=O)N[C@H]([C@H]([C@@H](O)C1CC1)O)CC1CCCCC1)CC1=CC=NC=C1 (α-amino-N-[(1S,2R,3 S)-1-(cyclohexylmethyl)-3-cyclopropyl-2,3-dihydroxypropyl]-3-(pyridin-4-yl)propionamide). Procedure: In an analogous manner to that described above, by the condensation of N-(tert-butoxycarbonyl)-3-(pyridin-4-yl)-D,L-alanine [J. Gen. Chem. USSR, 40, 2488 (1970)]and (1S,2R,3S)-3-amino-4-cyclohexyl-1-cyclopropyl-1,2-butanediol followed by acidic hydrolysis there were obtained (S or R)-α-amino-N-[(1S,2R,3 S)-1-(cyclohexylmethyl)-3-cyclopropyl-2,3-dihydroxypropyl]-3-(pyridin-4-yl)propionamide, MS: 267 (M+H)+, and (R or S)-α-amino-N-[(1S,2R,3S)-1-(cyclohexylmethyl)-3-cyclopropyl-2,3-dihydroxypropyl]... RXN SMILES: C(OC([NH:8][CH:9]([C:17]([OH:19])=O)[CH2:10][C:11]1[CH:16]=[CH:15][N:14]=[CH:13][CH:12]=1)=O)(C)(C)C.[NH2:20][C@@H:21]([CH2:29][CH:30]1[CH2:35][CH2:34][CH2:33][CH2:32][CH2:31]1)[C@@H:22]([OH:28])[C@H:23]([CH:25]1[CH2:27][CH2:26]1)[OH:24]>>[NH2:8][CH:9]([CH2:10][C:11]1[CH:12]=[CH:13][N:14]=[CH:15][CH:16]=1)[C:17]([NH:20][C@@H:21]([CH2:29][CH:30]1[CH2:35][CH2:34][CH2:33][CH2:32][CH2:31]1)[C@@H:22]([OH:28])[C@H:23]([CH:25]1[CH2:27][CH2:26]1)[OH:24])=[O:19]. The reactants are CCCCNc1c(C(=O)c2ccccc2)c(-c2ccccc2)nc2c1cnn2Cc1ccco1, O=S(=O)(O)O. Yields the product CCCCNc1c(C(=O)c2ccccc2)c(-c2ccccc2)nc2[nH]ncc12. RXN SMILES: [C:1]([c:2]1[cH:3][cH:4][cH:5][cH:6][cH:7]1)(=[O:8])[c:9]1[c:10]([NH:30][CH2:31][CH2:32][CH2:33][CH3:34])[c:11]2[c:12]([n:13][c:14]1-[c:15]1[cH:16][cH:17][cH:18][cH:19][cH:20]1)[n:21]([CH2:24][c:25]1[o:26][cH:27][cH:28][cH:29]1)[n:22][cH:23]2.[S:35](=[O:36])(=[O:37])([OH:38])[OH:39]>>[C:1]([c:2]1[cH:3][cH:4][cH:5][cH:6][cH:7]1)(=[O:8])[c:9]1[c:10]([NH:30][CH2:31][CH2:32][CH2:33][CH3:34])[c:11]2[c:12]([n:13][c:14]1-[c:15]1[cH:16][cH:17][cH:18][cH:19][cH:20]1)[nH:21][n:22][cH:23]2. Reactants: CC(=O)OI1(C=2C=CC=CC2C(=O)O1)(OC(=O)C)OC(=O)C (Dess-Martin reagent), ClC1=CC=C(C=2N3C(=NC21)N(CCC3)C3=C(C=C(C=C3)Cl)Cl)C(CC)O (1-[9-chloro-1-(2,4-dichlorophenyl)-1,2,3,4-tetrahydropyrimido[1,2-a]benzimidazol-6-yl]propan-1-ol). The solvent is C(C)#N (acetonitrile), C(O)([O-])=O.[Na+] (sodium hydrogen carbonate). Reaction conditions: time 1 hour. The product is ClC1=CC=C(C=2N3C(=NC21)N(CCC3)C3=C(C=C(C=C3)Cl)Cl)C(CC)=O (1-[9-Chloro-1-(2,4-dichlorophenyl)-1,2,3,4-tetrahydropyrimido[1,2-a]benzimidazol-6-yl]propan-1-one). Yield: 87.9%. As a reaction SMILES: CC(OI1(OC(C)=O)(OC(C)=O)OC(=O)C2C=CC=CC1=2)=O.[Cl:23][C:24]1[C:32]2[N:31]=[C:30]3[N:33]([C:37]4[CH:42]=[CH:41][C:40]([Cl:43])=[CH:39][C:38]=4[Cl:44])[CH2:34][CH2:35][CH2:36][N:29]3[C:28]=2[C:27]([CH:45]([OH:48])[CH2:46][CH3:47])=[CH:26][CH:25]=1>C(#N)C.C(=O)([O-])O.[Na+]>[Cl:23][C:24]1[C:32]2[N:31]=[C:30]3[N:33]([C:37]4[CH:42]=[CH:41][C:40]([Cl:43])=[CH:39][C:38]=4[Cl:44])[CH2:34][CH2:35][CH2:36][N:29]3[C:28]=2[C:27]([C:45](=[O:48])[CH2:46][CH3:47])=[CH:26][CH:25]=1 |f:3.4|. Reported procedure: Dess-Martin reagent (1.27 g, 3.00 mmol) was added to a stirred suspension of 1-[9-chloro-1-(2,4-dichlorophenyl)-1,2,3,4-tetrahydropyrimido[1,2-a]benzimidazol-6-yl]propan-1-ol (1.12 g, 2.73 mmol) in acetonitrile (23 mL) at 0° C., and the mixture was stirred at room temperature for 1 hr. The mixture was diluted with saturated aqueous sodium hydrogen carbonate, concentrated in vacuo, and extracted with ethyl acetate/tetrahydrofuran. The combined organic layer was washed with brine, dried over anhyd...